This data is from the Open Reaction Database (ORD), a public repository of structured organic reaction records. The task is: describe an organic reaction: reactants, conditions, products, and yield The reactants are CC(C)(C)C1(OOC(=O)OC2(C(C)(C)C)CCCCC2)CCCCC1, Cc1nn(C)c(Cl)c1C=O, Cl, Clc1ccccc1, [Na+], [Na+], O=C([O-])[O-]. Yields the product Cc1nn(C)c(Cl)c1C(=O)Cl. Reaction SMILES: [C:17]([O:18][O:19][C:20]1([C:21]([CH3:22])([CH3:23])[CH3:24])[CH2:25][CH2:26][CH2:27][CH2:28][CH2:29]1)(=[O:30])[O:31][C:32]1([C:33]([CH3:34])([CH3:35])[CH3:36])[CH2:37][CH2:38][CH2:39][CH2:40][CH2:41]1.[Cl:1][c:2]1[c:3]([CH:9]=[O:10])[c:4]([CH3:8])[n:5][n:6]1[CH3:7].[Cl:42].[Cl:43][c:44]1[cH:45][cH:46][cH:47][cH:48][cH:49]1.[Na+:11].[Na+:12].[O-:13][C:14](=[O:15])[O-:16]>>[Cl:1][c:2]1[c:3]([C:9](=[O:10])[Cl:43])[c:4]([CH3:8])[n:5][n:6]1[CH3:7]. The reactants are C1CCOC1, CCOC(=O)CP(=O)(OCC)OCC, [H-], [Na+], O=CC1CCOC1, CN(C)C=O, O. Yields the product CCOC(=O)C=CC1CCOC1. RXN SMILES: [CH2:3]1[O:4][CH2:5][CH2:6][CH2:7]1.[CH3:8][CH2:9][O:10][C:11](=[O:12])[CH2:13][P:14]([O:15][CH2:16][CH3:17])([O:18][CH2:19][CH3:20])=[O:21].[H-:1].[Na+:2].[O:22]1[CH2:23][CH:24]([CH:27]=[O:28])[CH2:25][CH2:26]1.[O:29]=[CH:30][N:31]([CH3:32])[CH3:33].[OH2:34]>>[CH3:8][CH2:9][O:10][C:11](=[O:12])[CH:13]=[CH:27][CH:24]1[CH2:23][O:22][CH2:26][CH2:25]1. The reactants are CCCCC1=Nc2sccc2C(=CN)N1CCC, O=C1CCC(=O)N1Cl, c1ccncc1. RXN SMILES: [CH2:1]([CH2:2][CH2:3][CH3:4])[C:5]1=[N:10][c:9]2[c:8]([cH:13][cH:12][s:11]2)[C:7](=[CH:14][NH2:15])[N:6]1[CH2:16][CH2:17][CH3:18].[Cl:19][N:20]1[C:21](=[O:22])[CH2:23][CH2:24][C:25]1=[O:26].[cH:27]1[cH:28][cH:29][n:30][cH:31][cH:32]1>>[CH2:1]([CH2:2][CH2:3][CH3:4])[C:5]1=[N:10][c:9]2[c:8]([cH:13][c:12]([Cl:19])[s:11]2)[C:7](=[CH:14][NH2:15])[N:6]1[CH2:16][CH2:17][CH3:18]. The product is CCCCC1=Nc2sc(Cl)cc2C(=CN)N1CCC.